From a dataset of the Open Reaction Database (ORD), a public repository of structured organic reaction records. describe an organic reaction: reactants, conditions, products, and yield Starting materials: FC1=C(C=C(C(=C1)Cl)OC1CCCC1)N1C(C2=C(C1=O)CCCC2)=O (N-(2-Fluoro-4-chloro-5-cyclopentyloxyphenyl)-3,4,5,6-tetrahydrophthalimide), C1(CCCCC1)N (cyclohexylamine). Run in C1=CC=CC=C1 (benzene). Conditions: time 8 hour. Yields the product FC1=C(C=C(C(=C1)Cl)OC1CCCC1)NC(C1=C(C(=O)NC2CCCCC2)CCCC1)=O (N-(2-fluoro-4-chloro-5-cyclopentyloxyphenyl)-N'-cyclohexyl-3,4,5,6-tetrahydrophthalamide). The yield is 45.5%. Reaction SMILES: [F:1][C:2]1[CH:7]=[C:6]([Cl:8])[C:5]([O:9][CH:10]2[CH2:14][CH2:13][CH2:12][CH2:11]2)=[CH:4][C:3]=1[N:15]1[C:19](=[O:20])[C:18]2[CH2:21][CH2:22][CH2:23][CH2:24][C:17]=2[C:16]1=[O:25].[CH:26]1([NH2:32])[CH2:31][CH2:30][CH2:29][CH2:28][CH2:27]1>C1C=CC=CC=1>[F:1][C:2]1[CH:7]=[C:6]([Cl:8])[C:5]([O:9][CH:10]2[CH2:11][CH2:12][CH2:13][CH2:14]2)=[CH:4][C:3]=1[NH:15][C:16](=[O:25])[C:17]1[CH2:24][CH2:23][CH2:22][CH2:21][C:18]=1[C:19]([NH:32][CH:26]1[CH2:31][CH2:30][CH2:29][CH2:28][CH2:27]1)=[O:20]. Procedure details: N-(2-Fluoro-4-chloro-5-cyclopentyloxyphenyl)-3,4,5,6-tetrahydrophthalimide (1.00 g, 2.75 mmol), cyclohexylamine (0.360 g, 3.63 mmol) and benzene (25 ml) as a solvent were placed into a round bottom flask (50 cc) and stirred overnight at room temperature. After completion of the reaction, the solvent was distilled off under reduced pressure, and the precipitated crystals were isolated by filtration. The crystals were washed with hexane and dried to obtain N-(2-fluoro-4-chloro-5-cyclopentyloxyphen... Reactants: O=Cc1ccc(C(=O)Nc2ccc(Cl)cc2)cc1, CC(SC(CO)CO)C(O)(Cn1cncn1)c1ccc(F)cc1F, O, Cc1ccc(S(=O)(=O)O)cc1. Yields the product CC(SC1COC(c2ccc(C(=O)Nc3ccc(Cl)cc3)cc2)OC1)C(O)(Cn1cncn1)c1ccc(F)cc1F. As a reaction SMILES: [Cl:1][c:2]1[cH:3][cH:4][c:5]([NH:6][C:7]([c:8]2[cH:9][cH:10][c:11]([CH:14]=[O:15])[cH:12][cH:13]2)=[O:16])[cH:17][cH:18]1.[F:19][c:20]1[c:21]([C:27]([CH2:28][n:29]2[n:30][cH:31][n:32][cH:33]2)([CH:34]([CH3:35])[S:36][CH:37]([CH2:38][OH:39])[CH2:40][OH:41])[OH:42])[cH:22][cH:23][c:24]([F:26])[cH:25]1.[OH2:43].[c:44]1([CH3:45])[cH:46][cH:47][c:48]([S:49]([OH:50])(=[O:51])=[O:52])[cH:53][cH:54]1>>[Cl:1][c:2]1[cH:3][cH:4][c:5]([NH:6][C:7]([c:8]2[cH:9][cH:10][c:11]([CH:14]3[O:15][CH2:40][CH:37]([S:36][CH:34]([C:27]([c:21]4[c:20]([F:19])[cH:25][c:24]([F:26])[cH:23][cH:22]4)([CH2:28][n:29]4[n:30][cH:31][n:32][cH:33]4)[OH:42])[CH3:35])[CH2:38][O:39]3)[cH:12][cH:13]2)=[O:16])[cH:17][cH:18]1.